This data is from the Open Reaction Database (ORD), a public repository of structured organic reaction records. The task is: describe an organic reaction: reactants, conditions, products, and yield Reactants: CC(=O)N1CC(CCC#N)c2c(C)cc(C)cc21, CCO, [K+], [OH-], O. The product is CC(=O)N1CC(CCC(=O)O)c2c(C)cc(C)cc21. RXN SMILES: [C:1]([CH3:2])(=[O:3])[N:4]1[CH2:5][CH:6]([CH2:15][CH2:16][C:17]#[N:18])[c:7]2[c:8]([CH3:14])[cH:9][c:10]([CH3:13])[cH:11][c:12]21.[CH3:22][CH2:23][OH:24].[K+:20].[OH-:19].[OH2:21]>>[C:1]([CH3:2])(=[O:3])[N:4]1[CH2:5][CH:6]([CH2:15][CH2:16][C:17](=[O:19])[OH:21])[c:7]2[c:8]([CH3:14])[cH:9][c:10]([CH3:13])[cH:11][c:12]21. Reactants: ClC1=C(C=C(C=C1)OC1=CC=C(C=C1)CCOC=1NC=C(C(N1)=O)CC)C(F)(F)F (2-{[2-(4-{[4-chloro-3-(trifluoromethyl)phenyl]oxy}phenyl)ethyl]oxy}-5-ethyl-4(1H)-pyrimidinone), CCN(C(C)C)C(C)C (DIPEA), CI (MeI). The solvent is C(Cl)Cl (DCM). Reaction conditions: time 3 hour. The product is ClC1=C(C=C(C=C1)OC1=CC=C(C=C1)CCOC=1N(C=C(C(N1)=O)CC)C)C(F)(F)F (2-{[2-(4-{[4-Chloro-3-(trifluoromethyl)phenyl]oxy}phenyl)ethyl]oxy}-5-ethyl-1-methyl-4(1H)-pyrimidinone). Isolated yield 31.5%. Reaction SMILES: [Cl:1][C:2]1[CH:7]=[CH:6][C:5]([O:8][C:9]2[CH:14]=[CH:13][C:12]([CH2:15][CH2:16][O:17][C:18]3[NH:19][CH:20]=[C:21]([CH2:25][CH3:26])[C:22](=[O:24])[N:23]=3)=[CH:11][CH:10]=2)=[CH:4][C:3]=1[C:27]([F:30])([F:29])[F:28].[CH3:31]CN(C(C)C)C(C)C.CI>C(Cl)Cl>[Cl:1][C:2]1[CH:7]=[CH:6][C:5]([O:8][C:9]2[CH:10]=[CH:11][C:12]([CH2:15][CH2:16][O:17][C:18]3[N:19]([CH3:31])[CH:20]=[C:21]([CH2:25][CH3:26])[C:22](=[O:24])[N:23]=3)=[CH:13][CH:14]=2)=[CH:4][C:3]=1[C:27]([F:28])([F:30])[F:29]. Procedure details: To the solution of 2-{[2-(4-{[4-chloro-3-(trifluoromethyl)phenyl]oxy}phenyl)ethyl]oxy}-5-ethyl-4(1H)-pyrimidinone (123 mg, 0.280 mmol) and DIPEA (0.490 mL, 2.80 mmol) in DCM (3.0 mL) was added MeI (0.175 mL, 2.80 mmol) dropwise. The reaction mixture was stirred at rt for 3 h. Purification via MDAP then afforded the title compound (40 mg, 29.9% yield). LCMS: rt=3.60 min, [M+H+]=453 Reactants: COc1cccc2cc[nH]c12, [H-], [Na+], CN(C)C=O, O=S(=O)(Cl)c1ccccc1. Yields the product COc1cccc2ccn(S(=O)(=O)c3ccccc3)c12. RXN SMILES: [CH3:1][O:2][c:3]1[cH:4][cH:5][cH:6][c:7]2[cH:8][cH:9][nH:10][c:11]12.[H-:12].[Na+:13].[O:24]=[CH:25][N:26]([CH3:27])[CH3:28].[c:14]1([S:20](=[O:21])(=[O:22])[Cl:23])[cH:15][cH:16][cH:17][cH:18][cH:19]1>>[CH3:1][O:2][c:3]1[cH:4][cH:5][cH:6][c:7]2[cH:8][cH:9][n:10]([S:20]([c:14]3[cH:15][cH:16][cH:17][cH:18][cH:19]3)(=[O:21])=[O:22])[c:11]12.